Dataset: the Open Reaction Database (ORD), a public repository of structured organic reaction records. Task: describe an organic reaction: reactants, conditions, products, and yield Reactants: C(=O)(C(F)(F)F)O (TFA), C(CN)N (ethane-1,2-diamine), COC1=CC(=NC2=C(C=CC=C12)OC)C(=O)N1CCC2(CC1)OC1=CC=C(C=C1C(C2)=O)NC2=NN(C=N2)COCC[Si](C)(C)C (1′-[(4,8-dimethoxyquinolin-2-yl)carbonyl]-6-[1-(2-trimethylsilanylethoxymethyl)-1H-[1,2,4]triazol-3-ylamino]spiro[chroman-2,4′-piperidin]-4-one). Run in C(Cl)(Cl)Cl (CHCl3), [OH-].[Na+] (NaOH), C(Cl)(Cl)Cl (CHCl3). Run at time 16 hour. The product is COC1=CC(=NC2=C(C=CC=C12)OC)C(=O)N1CCC2(CC1)OC1=CC=C(C=C1C(C2)=O)NC2=NN=CN2 (1′-[(4,8-Dimethoxyquinolin-2-yl)carbonyl]-6-(4H-1,2,4-triazol-3-ylamino)spiro[chroman-2,4′-piperidin]-4-one). As a reaction SMILES: [CH3:1][O:2][C:3]1[C:12]2[C:7](=[C:8]([O:13][CH3:14])[CH:9]=[CH:10][CH:11]=2)[N:6]=[C:5]([C:15]([N:17]2[CH2:22][CH2:21][C:20]3([CH2:31][C:30](=[O:32])[C:29]4[C:24](=[CH:25][CH:26]=[C:27]([NH:33][C:34]5[N:38]=[CH:37][N:36](COCC[Si](C)(C)C)[N:35]=5)[CH:28]=4)[O:23]3)[CH2:19][CH2:18]2)=[O:16])[CH:4]=1.C(O)(C(F)(F)F)=O.C(N)CN>C(Cl)(Cl)Cl.[OH-].[Na+]>[CH3:1][O:2][C:3]1[C:12]2[C:7](=[C:8]([O:13][CH3:14])[CH:9]=[CH:10][CH:11]=2)[N:6]=[C:5]([C:15]([N:17]2[CH2:18][CH2:19][C:20]3([CH2:31][C:30](=[O:32])[C:29]4[C:24](=[CH:25][CH:26]=[C:27]([NH:33][C:34]5[NH:38][CH:37]=[N:36][N:35]=5)[CH:28]=4)[O:23]3)[CH2:21][CH2:22]2)=[O:16])[CH:4]=1 |f:4.5|. Procedure details: 1′-[(4,8-dimethoxyquinolin-2-yl)carbonyl]-6-[1-(2-trimethylsilanylethoxymethyl)-1H-[1,2,4]triazol-3-ylamino]spiro[chroman-2,4′-piperidin]-4-one (27.0 mg, 0.0419 mmol) was dissolved in CHCl3 (1 mL), and TFA (1 mL) and ethane-1,2-diamine (35.0 mg, 0.583 mmol) was added thereto. After stirring at room temperature for 16 h, the reaction mixture was diluted with CHCl3 and 1N NaOH aq. The aqueous layer was extracted with CHCl3 and combined organic layer was washed with brine, dried over MgSO4. The des... Run in C1CCOC1.O (THF water). Procedure: A solution of 80.0 mg (0.196 mmol) of ethyl 4-[(5,6-dihydro-5,5-dimethyl-8-(2-pyridyl)-2- naphthalenyl)ethynyl)benzoate (Compound 10) and 20.6 mg (0.491 mmol) of LiOH—H2O in 3 ml of THF/water (3:1, v/v), was stirred overnight at room temperature. The reaction was quenched by the addition of saturated aqueous NH4Cl and extracted with EtOAc. The combined organic layers were washed with water and brine, dried over Na2SO4 and concentrated in vacuo to give the title compound as a colorless solid. 1H ... The product is CC1(C=2C=CC(=CC2C(=CC1)C1=NC=CC=C1)C#CC1=CC=C(C(=O)O)C=C1)C (4-[(5,6-Dihydro-5,5-dimethyl-8-(2-pyridyl)-2- naphthalenyl)ethynyl]benzoic acid). Reactants: CC1(C=2C=CC(=CC2C(=CC1)C1=NC=CC=C1)C#CC1=CC=C(C(=O)OCC)C=C1)C (ethyl 4-[(5,6-dihydro-5,5-dimethyl-8-(2-pyridyl)-2- naphthalenyl)ethynyl)benzoate), CC1(C=2C=CC(=CC2C(=CC1)C1=NC=CC=C1)C#CC1=CC=C(C(=O)OCC)C=C1)C (ethyl 4-[(5,6-dihydro-5,5-dimethyl-8-(2-pyridyl)-2- naphthalenyl)ethynyl)benzoate), O[Li].O (LiOH—H2O). As a reaction SMILES: [CH3:1][C:2]1([CH3:31])[CH2:11][CH:10]=[C:9]([C:12]2[CH:17]=[CH:16][CH:15]=[CH:14][N:13]=2)[C:8]2[CH:7]=[C:6]([C:18]#[C:19][C:20]3[CH:30]=[CH:29][C:23]([C:24]([O:26]CC)=[O:25])=[CH:22][CH:21]=3)[CH:5]=[CH:4][C:3]1=2.O[Li].O>C1COCC1.O>[CH3:1][C:2]1([CH3:31])[CH2:11][CH:10]=[C:9]([C:12]2[CH:17]=[CH:16][CH:15]=[CH:14][N:13]=2)[C:8]2[CH:7]=[C:6]([C:18]#[C:19][C:20]3[CH:21]=[CH:22][C:23]([C:24]([OH:26])=[O:25])=[CH:29][CH:30]=3)[CH:5]=[CH:4][C:3]1=2 |f:1.2,3.4|.